From a dataset of the Open Reaction Database (ORD), a public repository of structured organic reaction records. describe an organic reaction: reactants, conditions, products, and yield Reactants: C(#N)C1=NC=CC=C1C1=C(C(=CN1)CN(C(OC(C)(C)C)=O)C)F (tert-butyl {[5-(2-cyanopyridin-3-yl)-4-fluoro-1H-pyrrol-3-yl]methyl}methylcarbamate), C1COCCOCCOCCOCCO1 (15-crown-5), N1=CC(=CC=C1)S(=O)(=O)Cl (pyridine-3-sulfonyl chloride), [H-].[Na+] (sodium hydride). The solvent is O1CCCC1 (tetrahydrofuran), O1CCCC1 (tetrahydrofuran), O (water). Reaction conditions: time 1 hour. The product is C(#N)C1=NC=CC=C1C1=C(C(=CN1S(=O)(=O)C=1C=NC=CC1)CN(C(OC(C)(C)C)=O)C)F (tert-butyl {[5-(2-cyanopyridin-3-yl)-4-fluoro-1-(pyridin-3-ylsulfonyl)-1H-pyrrol-3-yl]methyl}methylcarbamate). Yield: 89.4%. RXN SMILES: [H-].[Na+].[C:3]([C:5]1[C:10]([C:11]2[NH:15][CH:14]=[C:13]([CH2:16][N:17]([CH3:25])[C:18](=[O:24])[O:19][C:20]([CH3:23])([CH3:22])[CH3:21])[C:12]=2[F:26])=[CH:9][CH:8]=[CH:7][N:6]=1)#[N:4].C1OCCOCCOCCOCCOC1.[N:42]1[CH:47]=[CH:46][CH:45]=[C:44]([S:48](Cl)(=[O:50])=[O:49])[CH:43]=1>O1CCCC1.O>[C:3]([C:5]1[C:10]([C:11]2[N:15]([S:48]([C:44]3[CH:43]=[N:42][CH:47]=[CH:46][CH:45]=3)(=[O:50])=[O:49])[CH:14]=[C:13]([CH2:16][N:17]([CH3:25])[C:18](=[O:24])[O:19][C:20]([CH3:22])([CH3:23])[CH3:21])[C:12]=2[F:26])=[CH:9][CH:8]=[CH:7][N:6]=1)#[N:4] |f:0.1|. Procedure details: To a suspension of sodium hydride (60% in oil, 60 mg) in tetrahydrofuran (4 mL) were added dropwise a solution (2 mL) of tert-butyl {[5-(2-cyanopyridin-3-yl)-4-fluoro-1H-pyrrol-3-yl]methyl}methylcarbamate (330 mg) in tetrahydrofuran, 15-crown-5 (330 mg) and pyridine-3-sulfonyl chloride (266 mg) under ice-cooling and the mixture was stirred for 1 hr. The reaction mixture was diluted with water, and extracted with ethyl acetate. The separated aqueous layer was extracted again with ethyl acetate. T... The reactants are CC(=O)OC1OC(CO)C(OC(C)=O)C(OC(C)=O)C1OC(C)=O, ClCCl, C=[N+]=[N-]. The product is COCC1OC(OC(C)=O)C(OC(C)=O)C(OC(C)=O)C1OC(C)=O. As a reaction SMILES: [C:1]([CH3:2])(=[O:3])[O:4][CH:5]1[CH:6]([O:7][C:8]([CH3:9])=[O:10])[CH:11]([O:12][C:13]([CH3:14])=[O:15])[CH:16]([O:17][C:18]([CH3:19])=[O:20])[CH:21]([CH2:23][OH:24])[O:22]1.[Cl:28][CH2:29][Cl:30].[N+:25](=[N-:26])=[CH2:27]>>[C:1]([CH3:2])(=[O:3])[O:4][CH:5]1[CH:6]([O:7][C:8]([CH3:9])=[O:10])[CH:11]([O:12][C:13]([CH3:14])=[O:15])[CH:16]([O:17][C:18]([CH3:19])=[O:20])[CH:21]([CH2:23][O:24][CH3:27])[O:22]1. Starting materials: COC1=C(C=CC=C1)[C@@H]1CCNC(O1)=O ((6S)-6-(2-methoxyphenyl)-1,3-oxazinan-2-one), CC(C)(C)[O-].[K+] (t-BuOK), BrCC1=C(C=CC(=C1)C(F)(F)F)C=1C=C(C=CC1OC)C1=C(C=C(C=C1)C(=O)[O-])C (2″-(bromomethyl)-4′-methoxy-2-methyl-4″-(trifluoromethyl)-1,1′:3′,1″-terphenyl-4-carboxylate). The solvent is CN(C)C=O (DMF), CN(C)C=O (DMF). Run at time 15 minute. Product: COC1=C(C=C(C=C1)C1=C(C=C(C=C1)C(=O)OC)C)C1=C(C=C(C=C1)C(F)(F)F)CN1C(O[C@@H](CC1)C1=C(C=CC=C1)OC)=O (methyl 4′-methoxy-2″-{[(6S)-6-(2-methoxyphenyl)-2-oxo-1,3-oxazinan-3-yl]methyl}-2-methyl-4″-(trifluoromethyl)-1,1′:3′,1″-terphenyl-4-carboxylate). Reaction SMILES: [CH3:1][O:2][C:3]1[CH:8]=[CH:7][CH:6]=[CH:5][C:4]=1[C@H:9]1[O:14][C:13](=[O:15])[NH:12][CH2:11][CH2:10]1.[CH3:16]C([O-])(C)C.[K+].Br[CH2:23][C:24]1[CH:29]=[C:28]([C:30]([F:33])([F:32])[F:31])[CH:27]=[CH:26][C:25]=1[C:34]1[CH:35]=[C:36]([C:42]2[CH:47]=[CH:46][C:45]([C:48]([O-:50])=[O:49])=[CH:44][C:43]=2[CH3:51])[CH:37]=[CH:38][C:39]=1[O:40][CH3:41]>CN(C=O)C>[CH3:41][O:40][C:39]1[CH:38]=[CH:37][C:36]([C:42]2[CH:47]=[CH:46][C:45]([C:48]([O:50][CH3:16])=[O:49])=[CH:44][C:43]=2[CH3:51])=[CH:35][C:34]=1[C:25]1[CH:26]=[CH:27][C:28]([C:30]([F:32])([F:33])[F:31])=[CH:29][C:24]=1[CH2:23][N:12]1[CH2:11][CH2:10][C@@H:9]([C:4]2[CH:5]=[CH:6][CH:7]=[CH:8][C:3]=2[O:2][CH3:1])[O:14][C:13]1=[O:15] |f:1.2|. Procedure: To a solution of (6S)-6-(2-methoxyphenyl)-1,3-oxazinan-2-one (31.6 mg, 0.152 mmol) in DMF (1.5 mL) was added t-BuOK (16.5 mg, 0.144 mmol). The reaction was stirred for 15 minutes, then a solution of 2″-(bromomethyl)-4′-methoxy-2-methyl-4″-(trifluoromethyl)-1,1′:3′,1″-terphenyl-4-carboxylate (75 mg, 0.152 mmol) in DMF (15 mL) was added via cannula. The reaction was stirred at room temperature for 1 hour, and then quenched with saturated NH4Cl solution (10 mL), diluted with EtOAc (20 mL), washed w... The reactants are C(C(C)C)C=1C=C(N)C=CC1 (3-Isobutylaniline), S(=O)([O-])S(=O)[O-].[Na+].[Na+] (sodium dithionite), FC(C(C(F)(F)F)(F)I)(F)F (heptafluoroisopropyl iodide), C(O)([O-])=O.[Na+] (sodium hydrogen carbonate). The reagents and catalysts are S(=O)(=O)(O)[O-].C(CCC)[N+](CCCC)(CCCC)CCCC (tetrabutylammonium hydrogensulfate). Solvent: COC(C)(C)C.O (tert-butyl methyl ether water), CCCCCC (hexane). Reaction conditions: time 8 hour. Product: C(C(C)C)C=1C=C(N)C=CC1C(C(F)(F)F)(C(F)(F)F)F (3-isobutyl-4-[1,2,2,2-tetrafluoro-1-(trifluoromethyl)ethyl]aniline). Isolated yield 47.0%. As a reaction SMILES: [CH2:1]([C:5]1[CH:6]=[C:7]([CH:9]=[CH:10][CH:11]=1)[NH2:8])[CH:2]([CH3:4])[CH3:3].[F:12][C:13]([F:22])([F:21])[C:14](I)([F:19])[C:15]([F:18])([F:17])[F:16].C(=O)([O-])O.[Na+].S(S([O-])=O)([O-])=O.[Na+].[Na+]>S([O-])(O)(=O)=O.C([N+](CCCC)(CCCC)CCCC)CCC.CCCCCC.COC(C)(C)C.O>[CH2:1]([C:5]1[CH:6]=[C:7]([CH:9]=[CH:10][C:11]=1[C:14]([F:19])([C:15]([F:18])([F:17])[F:16])[C:13]([F:22])([F:21])[F:12])[NH2:8])[CH:2]([CH3:4])[CH3:3] |f:2.3,4.5.6,7.8,10.11|. Reported procedure: 3-Isobutylaniline (14.9 g, 0.1 mol) was diluted in a 300 ml mixed solvent of tert-butyl methyl ether-water (1:1), followed by sequentially adding heptafluoroisopropyl iodide (29.6 g, 0.1 mol), tetrabutylammonium hydrogensulfate (3.4 g, 0.01 mol), sodium hydrogen carbonate (8.4 g, 0.1 mol) and sodium dithionite (17 g, 0.1 mol) and stirring overnight at room temperature. The reaction solution was diluted with hexane, followed by washing twice with a 3N HCl solution, and with aqueous sodium bicarbo... The reactants are Cl, Nc1nc(C(=O)N2Cc3ccccc3C2)c2cc(-c3ccccc3C(=O)O)ccc2n1, CC(C)(C)OC(=O)NC1CCN(C(=O)c2ccccc2-c2ccc3nc(N)nc(C(=O)N4Cc5ccccc5C4)c3c2)C1, CC(C)(C)OC(=O)NC1CCNC1, C1COCCO1. Yields the product Nc1nc(C(=O)N2Cc3ccccc3C2)c2cc(-c3ccccc3C(=O)N3CCC(N)C3)ccc2n1. RXN SMILES: [ClH:88].[NH2:1][c:2]1[n:3][c:4]([C:5]([N:6]2[CH2:7][c:8]3[c:9]([cH:10][cH:11][cH:12][cH:13]3)[CH2:14]2)=[O:15])[c:16]2[c:17]([cH:18][cH:19][c:20](-[c:21]3[cH:22][cH:23][cH:24][cH:25][c:26]3[C:27]([OH:28])=[O:29])[cH:30]2)[n:31]1.[NH2:45][c:46]1[n:47][c:48]2[cH:49][cH:50][c:51](-[c:67]3[c:68]([C:69](=[O:70])[N:71]4[CH2:72][CH:73]([NH:76][C:77](=[O:78])[O:79][C:80]([CH3:81])([CH3:82])[CH3:83])[CH2:74][CH2:75]4)[cH:84][cH:85][cH:86][cH:87]3)[cH:52][c:53]2[c:54]([C:56](=[O:57])[N:58]2[CH2:59][c:60]3[cH:61][cH:62][cH:63][cH:64][c:65]3[CH2:66]2)[n:55]1.[NH:32]1[CH2:33][CH2:34][CH:35]([NH:36][C:37](=[O:38])[O:39][C:40]([CH3:41])([CH3:42])[CH3:43])[CH2:44]1.[O:89]1[CH2:90][CH2:91][O:92][CH2:93][CH2:94]1>>[NH2:45][c:46]1[n:47][c:48]2[cH:49][cH:50][c:51](-[c:67]3[c:68]([C:69](=[O:70])[N:71]4[CH2:72][CH:73]([NH2:76])[CH2:74][CH2:75]4)[cH:84][cH:85][cH:86][cH:87]3)[cH:52][c:53]2[c:54]([C:56](=[O:57])[N:58]2[CH2:59][c:60]3[cH:61][cH:62][cH:63][cH:64][c:65]3[CH2:66]2)[n:55]1. Reactants: COCCCN1CCOc2ccc(COC3CN(C(=O)OCc4ccccc4)C(C(=O)O)CC3c3ccc(OC)cc3)cc21, CN, Cl. As a reaction SMILES: [CH2:1]([c:2]1[cH:3][cH:4][cH:5][cH:6][cH:7]1)[O:8][C:9](=[O:10])[N:11]1[CH:12]([C:42](=[O:43])[OH:44])[CH2:13][CH:14]([c:34]2[cH:35][cH:36][c:37]([O:40][CH3:41])[cH:38][cH:39]2)[CH:15]([O:17][CH2:18][c:19]2[cH:20][cH:21][c:22]3[c:23]([cH:33]2)[N:24]([CH2:28][CH2:29][CH2:30][O:31][CH3:32])[CH2:25][CH2:26][O:27]3)[CH2:16]1.[CH3:46][NH2:47].[ClH:45]>>[CH2:1]([c:2]1[cH:3][cH:4][cH:5][cH:6][cH:7]1)[O:8][C:9](=[O:10])[N:11]1[CH:12]([C:42](=[O:44])[NH:47][CH3:46])[CH2:13][CH:14]([c:34]2[cH:35][cH:36][c:37]([O:40][CH3:41])[cH:38][cH:39]2)[CH:15]([O:17][CH2:18][c:19]2[cH:20][cH:21][c:22]3[c:23]([cH:33]2)[N:24]([CH2:28][CH2:29][CH2:30][O:31][CH3:32])[CH2:25][CH2:26][O:27]3)[CH2:16]1. Product: CNC(=O)C1CC(c2ccc(OC)cc2)C(OCc2ccc3c(c2)N(CCCOC)CCO3)CN1C(=O)OCc1ccccc1. The reactants are CCOC(=O)c1c(NC(C)=O)sc2c1CCCC2, CC(=O)O, O. The product is CCOC(=O)c1c(NC(C)=O)sc2c1CCCC2=O. As a reaction SMILES: [CH2:1]([CH3:2])[O:3][C:4](=[O:5])[c:6]1[c:7]2[c:8]([s:9][c:10]1[NH:11][C:12]([CH3:13])=[O:14])[CH2:15][CH2:16][CH2:17][CH2:18]2.[CH3:19][C:20]([OH:21])=[O:22].[OH2:23]>>[CH2:1]([CH3:2])[O:3][C:4](=[O:5])[c:6]1[c:7]2[c:8]([s:9][c:10]1[NH:11][C:12]([CH3:13])=[O:14])[C:15](=[O:21])[CH2:16][CH2:17][CH2:18]2.